This data is from the Open Reaction Database (ORD), a public repository of structured organic reaction records. The task is: describe an organic reaction: reactants, conditions, products, and yield The reactants are CC(=O)OC(C)=O, CN(C)C=O, CN1CC=C(c2c[nH]c3ccc(F)cc23)CC1, [H-], [Na+]. The product is CC(=O)n1cc(C2=CCN(C)CC2)c2cc(F)ccc21. Reaction SMILES: [CH3:20][C:21](=[O:22])[O:23][C:24](=[O:25])[CH3:26].[CH3:27][N:28]([CH3:29])[CH:30]=[O:31].[F:1][c:2]1[cH:3][c:4]2[c:5]([C:11]3=[CH:16][CH2:15][N:14]([CH3:17])[CH2:13][CH2:12]3)[cH:6][nH:7][c:8]2[cH:9][cH:10]1.[H-:18].[Na+:19]>>[F:1][c:2]1[cH:3][c:4]2[c:5]([C:11]3=[CH:16][CH2:15][N:14]([CH3:17])[CH2:13][CH2:12]3)[cH:6][n:7]([C:21]([CH3:20])=[O:22])[c:8]2[cH:9][cH:10]1. Reactants: C1CCOC1, COc1ccc(S)cc1, CCN(C(C)C)C(C)C, NCCCl, Cl. Reaction SMILES: [CH2:24]1[O:25][CH2:26][CH2:27][CH2:28]1.[CH3:1][O:2][c:3]1[cH:4][cH:5][c:6]([SH:9])[cH:7][cH:8]1.[CH:15]([N:16]([CH:17]([CH3:18])[CH3:19])[CH2:20][CH3:21])([CH3:22])[CH3:23].[Cl:11][CH2:12][CH2:13][NH2:14].[ClH:10]>>[CH3:1][O:2][c:3]1[cH:4][cH:5][c:6]([S:9][CH2:12][CH2:13][NH2:14])[cH:7][cH:8]1. Yields the product COc1ccc(SCCN)cc1. Starting materials: OCC(F)(F)C(F)C(F)(F)F, [K+], [K+], O=[Cr](=O)([O-])O[Cr](=O)(=O)[O-], O, O=S(=O)(O)O. Yields the product O=C(O)C(F)(F)C(F)C(F)(F)F. RXN SMILES: [F:1][C:2]([CH2:3][OH:4])([CH:5]([C:6]([F:7])([F:8])[F:9])[F:10])[F:11].[K+:12].[K+:13].[O-:14][Cr:15]([O:16][Cr:17](=[O:18])(=[O:19])[O-:20])(=[O:21])=[O:22].[OH2:28].[S:23](=[O:24])(=[O:25])([OH:26])[OH:27]>>[F:1][C:2]([C:3](=[O:4])[OH:14])([CH:5]([C:6]([F:7])([F:8])[F:9])[F:10])[F:11]. The reactants are CN([C@@H]1CC[C@H](CC1)C(=O)O)S(=O)(=O)C(C)(C)C (Trans-4-(N-methyl-tert-butylsulfonylamino)cyclohexanecarboxylic acid), C1(=CC=CC=C1)C1=CC(=C(C=C1)N)N (4-phenyl-1,2-phenylenediamine). Yields the product CN([C@@H]1CC[C@H](CC1)C=1NC2=C(N1)C=CC(=C2)C2=CC=CC=C2)S(=O)(=O)C(C)(C)C (2-{trans-4-(N-methyl-tert-butylsulfonylamino)cyclohexyl}-5-phenylbenzimidazole). RXN SMILES: [CH3:1][N:2]([S:12]([C:15]([CH3:18])([CH3:17])[CH3:16])(=[O:14])=[O:13])[C@H:3]1[CH2:8][CH2:7][C@H:6]([C:9](O)=O)[CH2:5][CH2:4]1.[C:19]1([C:25]2[CH:30]=[CH:29][C:28]([NH2:31])=[C:27]([NH2:32])[CH:26]=2)[CH:24]=[CH:23][CH:22]=[CH:21][CH:20]=1>>[CH3:1][N:2]([S:12]([C:15]([CH3:18])([CH3:17])[CH3:16])(=[O:14])=[O:13])[C@H:3]1[CH2:8][CH2:7][C@H:6]([C:9]2[NH:32][C:27]3[CH:26]=[C:25]([C:19]4[CH:24]=[CH:23][CH:22]=[CH:21][CH:20]=4)[CH:30]=[CH:29][C:28]=3[N:31]=2)[CH2:5][CH2:4]1. Reported procedure: Trans-4-(N-methyl-tert-butylsulfonylamino)cyclohexanecarboxylic acid and 4-phenyl-1,2-phenylenediamine were allowed to undergo ring closure condensation under the same conditions as described in Example 1-3), followed by separatory purification on a collective thin-layer chromatograph (chloroform:methanol=10:1) to give the title compound. Reactants: ClC1=NC=CC(=N1)N1C([C@](CC1)(C#N)C(C)C)=O ((3S)-1-(2-chloropyrimidin-4-yl)-3-isopropyl-2-oxopyrrolidine-3-carbonitrile), NC=1C=NN(C1)CC(=O)NC (2-(4-amino-1H-pyrazol-1-yl)-N-methylacetamide), C(C)(=O)O (acetic acid). Run in C(C)O (ethanol). Product: Cl.C(#N)[C@@]1(C(N(CC1)C1=NC(=NC=C1)NC=1C=NN(C1)CC(=O)NC)=O)C(C)C (2-(4-((4-((3S)-3-cyano-3-isopropyl-2-oxopyrrolidin-1-yl) pyrimidin-2-yl)amino)-1H-pyrazol-1-yl)-N-methylacetamide hydrochloride). Yield: 100.0%. Reaction SMILES: [Cl:1][C:2]1[N:7]=[C:6]([N:8]2[CH2:12][CH2:11][C@:10]([CH:15]([CH3:17])[CH3:16])([C:13]#[N:14])[C:9]2=[O:18])[CH:5]=[CH:4][N:3]=1.[NH2:19][C:20]1[CH:21]=[N:22][N:23]([CH2:25][C:26]([NH:28][CH3:29])=[O:27])[CH:24]=1.C(O)(=O)C>C(O)C>[ClH:1].[C:13]([C@@:10]1([CH:15]([CH3:17])[CH3:16])[CH2:11][CH2:12][N:8]([C:6]2[CH:5]=[CH:4][N:3]=[C:2]([NH:19][C:20]3[CH:21]=[N:22][N:23]([CH2:25][C:26]([NH:28][CH3:29])=[O:27])[CH:24]=3)[N:7]=2)[C:9]1=[O:18])#[N:14] |f:4.5|. Procedure: A solution of (3S)-1-(2-chloropyrimidin-4-yl)-3-isopropyl-2-oxopyrrolidine-3-carbonitrile (55 mg) obtained in Step A of Example 9, 2-(4-amino-1H-pyrazol-1-yl)-N-methylacetamide (38 mg) and acetic acid (13 μL) in ethanol (2 mL) was stirred in a microwave reactor at 150° C. for 1 hr, and the solvent was evaporated under reduced pressure. The obtained residue was purified by silica gel column chromatography (NH, ethyl acetate/methanol). To a solution of the residue (83 mg) in ethanol (3 mL) was add...